From a dataset of the Open Reaction Database (ORD), a public repository of structured organic reaction records. describe an organic reaction: reactants, conditions, products, and yield Reactants: C, CO, COc1c(F)cc(C)cc1[N+](=O)[O-], [Pd]. The product is COc1c(N)cc(C)cc1F. Reaction SMILES: [C:14].[CH3:16][OH:17].[F:1][c:2]1[c:3]([O:12][CH3:13])[c:4]([N+:9]([O-:10])=[O:11])[cH:5][c:6]([CH3:8])[cH:7]1.[Pd:15]>>[F:1][c:2]1[c:3]([O:12][CH3:13])[c:4]([NH2:9])[cH:5][c:6]([CH3:8])[cH:7]1. Starting materials: FC(C1=CC=C(C=C1)N=C=O)(F)F (4-Trifluoromethylphenylisocyanate), C(C)(C)(CC)C1=C(OC(C(=O)N2C(COC3=C2C=C(C(=C3)N)O)=O)CC)C=CC(=C1)C(C)(C)CC (4-[α-(2,4-ditert.-pentylphenoxy)-butyroyl]-6-hydroxy-7-amino-1,4-benzoxazine-3-one). Solvent: C1CCOC1 (THF). Conditions: time 1 hour. The product is C(C)(C)(CC)C1=C(OC(C(=O)N2C(COC3=C2C=C(C(=C3)NC(=O)NC3=CC=C(C=C3)C(F)(F)F)O)=O)CC)C=CC(=C1)C(C)(C)CC (4-[α-(2,4-ditert.-pentylphenoxy)-butyroyl]-6-hydroxy-7-(4-trifluoromethylphenylureido)-1,4-benzoxazine-3-one). Reaction SMILES: [F:1][C:2]([F:13])([F:12])[C:3]1[CH:8]=[CH:7][C:6]([N:9]=[C:10]=[O:11])=[CH:5][CH:4]=1.[C:14]([C:19]1[CH:43]=[C:42]([C:44]([CH2:47][CH3:48])([CH3:46])[CH3:45])[CH:41]=[CH:40][C:20]=1[O:21][CH:22]([CH2:38][CH3:39])[C:23]([N:25]1[C:30]2[CH:31]=[C:32]([OH:36])[C:33]([NH2:35])=[CH:34][C:29]=2[O:28][CH2:27][C:26]1=[O:37])=[O:24])([CH2:17][CH3:18])([CH3:16])[CH3:15]>C1COCC1>[C:14]([C:19]1[CH:43]=[C:42]([C:44]([CH2:47][CH3:48])([CH3:45])[CH3:46])[CH:41]=[CH:40][C:20]=1[O:21][CH:22]([CH2:38][CH3:39])[C:23]([N:25]1[C:30]2[CH:31]=[C:32]([OH:36])[C:33]([NH:35][C:10]([NH:9][C:6]3[CH:5]=[CH:4][C:3]([C:2]([F:12])([F:13])[F:1])=[CH:8][CH:7]=3)=[O:11])=[CH:34][C:29]=2[O:28][CH2:27][C:26]1=[O:37])=[O:24])([CH2:17][CH3:18])([CH3:16])[CH3:15]. Procedure: 4-Trifluoromethylphenylisocyanate (2.55 g, 0.0136 mole) was added to the amine ((g), 6.56 g, 0.0136 mole) in THF (ml 100). After 1 hour stirring, the solution was evaporated to dryness and the residue crystallized from toluene to give the coupler ((h), 6 g, 67%) as white prisms. The product structure was confirmed by NMR analysis. Reactants: FC=1C=C(N)C=C(C1)B1OC(C(O1)(C)C)(C)C (3-fluoro-5-(4,4,5,5-tetramethyl-1,3,2-dioxaborolan-2-yl)aniline), ClC1=NC=CC(=N1)C(F)(F)F (2-chloro-4-(trifluoromethyl)pyrimidine), O1CCOCC1 (dioxane), CS(=O)(=O)O (methanesulfonic acid). Run in C(C)(=O)OCC (ethyl acetate). Run at temperature 100 celsius. Product: FC=1C=C(C=C(C1)B1OC(C(O1)(C)C)(C)C)NC1=NC=CC(=N1)C(F)(F)F (N-[3-fluoro-5-(4,4,5,5-tetramethyl-1,3,2-dioxaborolan-2-yl)phenyl]-4-(trifluoromethyl)pyrimidin-2-amine). Isolated yield 76.4%. RXN SMILES: [F:1][C:2]1[CH:3]=[C:4]([CH:6]=[C:7]([B:9]2[O:13][C:12]([CH3:15])([CH3:14])[C:11]([CH3:17])([CH3:16])[O:10]2)[CH:8]=1)[NH2:5].Cl[C:19]1[N:24]=[C:23]([C:25]([F:28])([F:27])[F:26])[CH:22]=[CH:21][N:20]=1.O1CCOCC1.CS(O)(=O)=O>C(OCC)(=O)C>[F:1][C:2]1[CH:3]=[C:4]([NH:5][C:19]2[N:24]=[C:23]([C:25]([F:28])([F:27])[F:26])[CH:22]=[CH:21][N:20]=2)[CH:6]=[C:7]([B:9]2[O:13][C:12]([CH3:15])([CH3:14])[C:11]([CH3:17])([CH3:16])[O:10]2)[CH:8]=1. Procedure details: To a flask containing 3-fluoro-5-(4,4,5,5-tetramethyl-1,3,2-dioxaborolan-2-yl)aniline (3.3 g, 14.00 mmol) and 2-chloro-4-(trifluoromethyl)pyrimidine (2.94 g, 16.10 mmol) were added dioxane (44 mL) and methanesulfonic acid (1.55 g, 16.10 mmol) and the reaction was heated at 100° C. overnight. The reaction was cooled, diluted with ethyl acetate, washed with water, dried over magnesium sulfate, filtered and concentrated. Flash chromatography was used for purification to yield N-[3-fluoro-5-(4,4,5,5... Reactants: Cc1cc(C(=O)O)n(C)n1, Cc1nc(C(=O)N2C(CN)CC3CC32)c(-c2cccc(F)c2)s1. Yields the product Cc1cc(C(=O)NCC2CC3CC3N2C(=O)c2nc(C)sc2-c2cccc(F)c2)n(C)n1. Reaction SMILES: [CH3:24][n:25]1[n:26][c:27]([CH3:33])[cH:28][c:29]1[C:30](=[O:31])[OH:32].[NH2:1][CH2:2][CH:3]1[N:4]([C:9](=[O:10])[c:11]2[n:12][c:13]([CH3:23])[s:14][c:15]2-[c:16]2[cH:17][c:18]([F:22])[cH:19][cH:20][cH:21]2)[CH:5]2[CH2:6][CH:7]2[CH2:8]1>>[NH:1]([CH2:2][CH:3]1[N:4]([C:9](=[O:10])[c:11]2[n:12][c:13]([CH3:23])[s:14][c:15]2-[c:16]2[cH:17][c:18]([F:22])[cH:19][cH:20][cH:21]2)[CH:5]2[CH2:6][CH:7]2[CH2:8]1)[C:30]([c:29]1[n:25]([CH3:24])[n:26][c:27]([CH3:33])[cH:28]1)=[O:31]. Reactants: CC(=CC(=O)O)C(F)(F)F, N, [NH4+], [OH-]. Product: CC(N)(CC(=O)O)C(F)(F)F. RXN SMILES: [F:1][C:2]([C:3](=[CH:4][C:5](=[O:6])[OH:7])[CH3:8])([F:9])[F:10].[NH3:11].[NH4+:12].[OH-:13]>>[F:1][C:2]([C:3]([CH2:4][C:5](=[O:6])[OH:7])([CH3:8])[NH2:11])([F:9])[F:10].